This data is from the Open Reaction Database (ORD), a public repository of structured organic reaction records. The task is: describe an organic reaction: reactants, conditions, products, and yield The reactants are CC#CCO, CS(=O)c1nsc(-c2ccccc2Cl)n1, CS(=O)(=O)c1nsc(-c2ccccc2Cl)n1, CN(C)C=O, [Cl-], [H-], [Na+], [Na+]. Yields the product CC#CCOc1nsc(-c2ccccc2Cl)n1. Reaction SMILES: [CH2:32]([C:33]#[C:34][CH3:35])[OH:36].[CH3:17][S:18]([c:19]1[n:20][c:21](-[c:22]2[cH:23][cH:24][cH:25][cH:26][c:27]2[Cl:28])[s:29][n:30]1)=[O:31].[CH3:1][S:2](=[O:3])(=[O:4])[c:5]1[n:6][s:7][c:8](-[c:10]2[c:11]([Cl:16])[cH:12][cH:13][cH:14][cH:15]2)[n:9]1.[CH3:41][N:42]([CH3:43])[CH:44]=[O:45].[Cl-:40].[H-:37].[Na+:38].[Na+:39]>>[c:5]1([O:36][CH2:32][C:33]#[C:34][CH3:35])[n:6][s:7][c:8](-[c:10]2[c:11]([Cl:16])[cH:12][cH:13][cH:14][cH:15]2)[n:9]1. Starting materials: COC=1C=C(C=CC1)CCNCCC=1N=CNC1 (3-methoxy-N-[2-(1H-imidazol-4-yl)-ethyl]-benzeneethanamine), [H-].[Al+3].[Li+].[H-].[H-].[H-] (lithium aluminum hydride), O1CCCC1 (tetrahydrofuran), O1CCCC1 (tetrahydrofuran), C(Cl)Cl (methylene chloride). Conditions: temperature 10 celsius. Product: Cl.Cl.COC=1C=C(C=CC1)CCNCCC=1N=CNC1 (N-[2-(3-methoxyphenyl)-ethyl]-1H-imidazol-4-ethanamine dihydroch1oride). RXN SMILES: [CH3:1][O:2][C:3]1[CH:4]=[C:5]([CH2:9][CH2:10][NH:11][CH2:12][CH2:13][C:14]2[N:15]=[CH:16][NH:17][CH:18]=2)[CH:6]=[CH:7][CH:8]=1.[H-].[Al+3].[Li+].[H-].[H-].[H-].O1CCCC1.C(Cl)[Cl:31]>>[ClH:31].[ClH:31].[CH3:1][O:2][C:3]1[CH:4]=[C:5]([CH2:9][CH2:10][NH:11][CH2:12][CH2:13][C:14]2[N:15]=[CH:16][NH:17][CH:18]=2)[CH:6]=[CH:7][CH:8]=1 |f:1.2.3.4.5.6,9.10.11|. Procedure details: A stirred mixture of 5 g of the product of Step A, 2.5 g of lithium aluminum hydride and 50 ml of tetrahydrofuran was refluxed for 90 minutes and was then cooled to 10° C. 100 ml of tetrahydrofuran containing 20% water and 100 ml of methylene chloride were added thereto and the mixture was filtered. The filtrate was evaported to dryness and the 4.7 g of yellow oil residue were dissolved in 30 ml of isopropanol. A solution of ethyl acetate saturated with hydrogen chloride was added thereto to adj... Starting materials: ClCCCC1=NOC2=C1C=CC(=C2)F (3-(3-chloropropyl)-6-fluoro-1,2-benzisoxazole), CC1CCNCC1 (4-methylpiperidine), C([O-])([O-])=O.[K+].[K+] (potassium carbonate), [I-].[K+] (potassium iodide). Solvent: CN(C=O)C (dimethylformamide). Product: Cl.CC1CCN(CC1)CCCC1=NOC2=C1C=CC(=C2)F (4-Methyl-1-[3-(6-fluoro-1,2-benzisoxazol-3-yl)propyl]piperidine hydrochloride). RXN SMILES: [Cl:1][CH2:2][CH2:3][CH2:4][C:5]1[C:9]2[CH:10]=[CH:11][C:12]([F:14])=[CH:13][C:8]=2[O:7][N:6]=1.[CH3:15][CH:16]1[CH2:21][CH2:20][NH:19][CH2:18][CH2:17]1.C(=O)([O-])[O-].[K+].[K+].[I-].[K+]>CN(C)C=O>[ClH:1].[CH3:15][CH:16]1[CH2:21][CH2:20][N:19]([CH2:2][CH2:3][CH2:4][C:5]2[C:9]3[CH:10]=[CH:11][C:12]([F:14])=[CH:13][C:8]=3[O:7][N:6]=2)[CH2:18][CH2:17]1 |f:2.3.4,5.6,8.9|. Procedure: A mixture of 5 g of 3-(3-chloropropyl)-6-fluoro-1,2-benzisoxazole, 2.9 g of 4-methylpiperidine, 10 g of potassium carbonate and a few crystals potassium iodide in 50 ml of dimethylformamide was stirred at 65°-70° C. for four hrs. The mixture was cooled, filtered and concentrated to an oil. The oil was stirred with water and extracted with ether. The organic extracts were washed with water (2x), saturated sodium chloride solution, dried over anhydrous magnesium sulfate, filtered and concentrated.... RXN SMILES: [S:1]1[C:5]2[CH:6]=[CH:7][CH:8]=[CH:9][C:4]=2[C:3]([CH2:10][N:11]2[C:19]([C:20]3[N:24]([CH3:25])[CH:23]=[C:22]([C:26]([OH:28])=O)[CH:21]=3)=[C:18]3[C:13]([N:14]([CH2:32][CH:33]([CH3:35])[CH3:34])[C:15](=[O:31])[N:16]([CH3:30])[C:17]3=[O:29])=[N:12]2)=[CH:2]1.[CH3:36][N:37]([CH3:41])[CH2:38][CH2:39][NH2:40].C(P(=O)(OCC)OCC)#N>>[S:1]1[C:5]2[CH:6]=[CH:7][CH:8]=[CH:9][C:4]=2[C:3]([CH2:10][N:11]2[C:19]([C:20]3[N:24]([CH3:25])[CH:23]=[C:22]([C:26]([NH:40][CH2:39][CH2:38][N:37]([CH3:41])[CH3:36])=[O:28])[CH:21]=3)=[C:18]3[C:13]([N:14]([CH2:32][CH:33]([CH3:35])[CH3:34])[C:15](=[O:31])[N:16]([CH3:30])[C:17]3=[O:29])=[N:12]2)=[CH:2]1. Yields the product S1C=C(C2=C1C=CC=C2)CN2N=C1N(C(N(C(C1=C2C2=CC(=CN2C)C(=O)NCCN(C)C)=O)C)=O)CC(C)C (5-[2-(1-benzothien-3-ylmethyl)-7-isobutyl-5-methyl-4,6-dioxo-4,5,6,7-tetrahydro-2H-pyrazolo[3,4-d]pyrimidin-3-yl]-N-[2-(dimethylamino)ethyl]-1-methyl-1H-pyrrole-3-carboxamide). The reactants are S1C=C(C2=C1C=CC=C2)CN2N=C1N(C(N(C(C1=C2C2=CC(=CN2C)C(=O)O)=O)C)=O)CC(C)C (5-[2-(1-benzothien-3-ylmethyl)-7-isobutyl-5-methyl-4,6-dioxo-4,5,6,7-tetrahydro-2H-pyrazolo[3,4-d]pyrimidin-3-yl]-1-methyl-1H-pyrrole-3-carboxylic acid), CN(CCN)C (N,N-dimethylethane-1,2-diamine), C(#N)P(OCC)(OCC)=O (diethyl cyanophosphonate). Procedure details: This compound was synthesized by the reaction of 5-[2-(1-benzothien-3-ylmethyl)-7-isobutyl-5-methyl-4,6-dioxo-4,5,6,7-tetrahydro-2H-pyrazolo[3,4-d]pyrimidin-3-yl]-1-methyl-1H-pyrrole-3-carboxylic acid and N,N-dimethylethane-1,2-diamine using diethyl cyanophosphonate as a coupling reagent. Mass: 562.18 (M+H). Starting materials: CCOC(=O)Nc1ccc(-c2nnc(CSCCOc3ccccc3)o2)cc1, NCCN1CCCC1. Yields the product O=C(NCCN1CCCC1)Nc1ccc(-c2nnc(CSCCOc3ccccc3)o2)cc1. Reaction SMILES: [CH2:1]([O:2][C:4]([NH:5][c:6]1[cH:7][cH:8][c:9](-[c:12]2[o:13][c:14]([CH2:17][S:18][CH2:19][CH2:20][O:21][c:22]3[cH:23][cH:24][cH:25][cH:26][cH:27]3)[n:15][n:16]2)[cH:10][cH:11]1)=[O:28])[CH3:3].[NH2:29][CH2:30][CH2:31][N:32]1[CH2:33][CH2:34][CH2:35][CH2:36]1>>[C:4]([NH:5][c:6]1[cH:7][cH:8][c:9](-[c:12]2[o:13][c:14]([CH2:17][S:18][CH2:19][CH2:20][O:21][c:22]3[cH:23][cH:24][cH:25][cH:26][cH:27]3)[n:15][n:16]2)[cH:10][cH:11]1)(=[O:28])[NH:29][CH2:30][CH2:31][N:32]1[CH2:33][CH2:34][CH2:35][CH2:36]1.